This data is from the Open Reaction Database (ORD), a public repository of structured organic reaction records. The task is: describe an organic reaction: reactants, conditions, products, and yield Starting materials: OC1=CC=C(C=C1)C1CCC(CC1)=O (4-(4-Hydroxy-phenyl)-cyclohexanone), CN(CCO)C (N,N-dimethylethanolamine), C1(=CC=CC=C1)P(C1=CC=CC=C1)C1=CC=CC=C1 (triphenylphosphine), N(=NC(=O)OC(C)C)C(=O)OC(C)C (diisopropyl azodicarboxylate). Run in C1CCOC1 (THF), C1CCOC1 (THF). Reaction conditions: temperature 0 celsius, time 8 hour. The product is CN(CCOC1=CC=C(C=C1)C1CCC(CC1)=O)C (4-[4-(2-Dimethylamino-ethoxy)-phenyl]-cyclohexanone). As a reaction SMILES: [OH:1][C:2]1[CH:7]=[CH:6][C:5]([CH:8]2[CH2:13][CH2:12][C:11](=[O:14])[CH2:10][CH2:9]2)=[CH:4][CH:3]=1.[CH3:15][N:16]([CH3:20])[CH2:17][CH2:18]O.C1(P(C2C=CC=CC=2)C2C=CC=CC=2)C=CC=CC=1.N(C(OC(C)C)=O)=NC(OC(C)C)=O>C1COCC1>[CH3:15][N:16]([CH3:20])[CH2:17][CH2:18][O:1][C:2]1[CH:3]=[CH:4][C:5]([CH:8]2[CH2:9][CH2:10][C:11](=[O:14])[CH2:12][CH2:13]2)=[CH:6][CH:7]=1. Procedure: Into a solution of 4-(4-hydroxy-phenyl)cyclohexanone (as prepared in Example 40, Step E, 2.4 g, 12.6 mmol), N,N-dimethylethanolamine (Aldrich, 3.37 g, 37.8 mmol) and triphenylphosphine (Aldrich, 9.91 g, 37.8 mmol) in THF (100 mL) at 0° C. was added dropwise a solution of diisopropyl azodicarboxylate (7.44 mL, 37.8 mmol) in THF (15 mL) under Ar. The resulting solution was stirred at 0° C. for 1 h and at room temperature overnight. The solvent was removed and the residue was partitioned between et... The reactants are CC(C)=O, COC(Cc1sc(C)nc1C#N)OC, O, OO. Yields the product COC(Cc1sc(C)nc1C(N)=O)OC. RXN SMILES: [CH3:18][C:19](=[O:20])[CH3:21].[CH3:4][O:5][CH:6]([CH2:7][c:8]1[c:9]([C:14]#[N:15])[n:10][c:11]([CH3:13])[s:12]1)[O:16][CH3:17].[OH2:3].[OH:1][OH:2]>>[O:1]=[C:14]([c:9]1[c:8]([CH2:7][CH:6]([O:5][CH3:4])[O:16][CH3:17])[s:12][c:11]([CH3:13])[n:10]1)[NH2:15]. Starting materials: Brc1cccnc1, ClCCl, CC(C)(C)[O-], CC1(C)c2cccc(P(c3ccccc3)c3ccccc3)c2Oc2c(P(c3ccccc3)c3ccccc3)cccc21, Cc1ccccc1, Nc1cccnc1, [Na+]. RXN SMILES: [Br:1][c:2]1[cH:3][n:4][cH:5][cH:6][cH:7]1.[CH2:70]([Cl:71])[Cl:72].[CH3:15][C:16]([CH3:17])([O-:18])[CH3:19].[CH3:21][C:22]1([CH3:23])[c:24]2[cH:25][cH:26][cH:27][c:28]([P:29]([c:30]3[cH:31][cH:32][cH:33][cH:34][cH:35]3)[c:36]3[cH:37][cH:38][cH:39][cH:40][cH:41]3)[c:42]2[O:43][c:44]2[c:45]1[cH:46][cH:47][cH:48][c:49]2[P:50]([c:51]1[cH:52][cH:53][cH:54][cH:55][cH:56]1)[c:57]1[cH:58][cH:59][cH:60][cH:61][cH:62]1.[CH3:63][c:64]1[cH:65][cH:66][cH:67][cH:68][cH:69]1.[NH2:8][c:9]1[cH:10][n:11][cH:12][cH:13][cH:14]1.[Na+:20]>>[c:2]1([NH:8][c:9]2[cH:10][n:11][cH:12][cH:13][cH:14]2)[cH:3][n:4][cH:5][cH:6][cH:7]1. The product is c1cncc(Nc2cccnc2)c1. The reactants are O=N[O-], Nc1nc(Oc2ccc(C(F)(F)F)cc2Cl)ccc1[N+](=O)[O-], [Na+], O, O=S(=O)(O)O. Product: O=[N+]([O-])c1ccc(Oc2ccc(C(F)(F)F)cc2Cl)nc1O. As a reaction SMILES: [N:28]([O-:29])=[O:30].[NH2:1][c:2]1[n:3][c:4]([O:11][c:12]2[c:13]([Cl:22])[cH:14][c:15]([C:18]([F:19])([F:20])[F:21])[cH:16][cH:17]2)[cH:5][cH:6][c:7]1[N+:8](=[O:9])[O-:10].[Na+:31].[OH2:32].[S:23]([OH:24])(=[O:25])(=[O:26])[OH:27]>>[c:2]1([OH:24])[n:3][c:4]([O:11][c:12]2[c:13]([Cl:22])[cH:14][c:15]([C:18]([F:19])([F:20])[F:21])[cH:16][cH:17]2)[cH:5][cH:6][c:7]1[N+:8](=[O:9])[O-:10]. The reactants are [Cl-].[Cl-].[Cl-].[Al+3] (aluminum trichloride), 5.30, ClC12CC3CC(CC(C1)C3)C2 (1-chloroadamantane), Cl (hydrochloric acid), C(C1=CC=CC=C1)(=O)CCCC(=O)O (4-benzoylbutyric acid), ClCCCl (1,2-dichloroethane). The yield is 24.0%. Reported procedure: 5.0 g (26.0 mmol) of 4-benzoylbutyric acid was dissolved in 100 ml of 1,2-dichloroethane, and 8.70 g (65.03 mmol) of aluminum trichloride and 5.30 (31.21 mmol) of 1-chloroadamantane were added thereto, followed by stirring the mixture at 60° C. for 6 hours. The reaction mixture was poured into hydrochloric acid, and extracted with chloroform. The organic layer was dried over anhydrous magnesium sulfate, and the solvent was then distilled off under reduced pressure. To the residue were added 100 ... As a reaction SMILES: [C:1]([CH2:9][CH2:10][CH2:11][C:12]([OH:14])=[O:13])(=[O:8])[C:2]1[CH:7]=[CH:6][CH:5]=[CH:4][CH:3]=1.[Cl-].[Cl-].[Cl-].[Al+3].Cl[C:20]12[CH2:29][CH:24]3[CH2:25][CH:26]([CH2:28][CH:22]([CH2:23]3)[CH2:21]1)[CH2:27]2.Cl.Cl[CH2:32]CCl>>[C:20]12([C:4]3[CH:3]=[C:2]([CH:7]=[CH:6][CH:5]=3)[C:1]([CH2:9][CH2:10][CH2:11][C:12]([O:14][CH3:32])=[O:13])=[O:8])[CH2:29][CH:24]3[CH2:25][CH:26]([CH2:28][CH:22]([CH2:23]3)[CH2:21]1)[CH2:27]2 |f:1.2.3.4|. The product is C12(CC3CC(CC(C1)C3)C2)C=2C=C(C(=O)CCCC(=O)OC)C=CC2 (Methyl 4-[3-(1-adamantyl)benzoyl]butyrate). Conditions: temperature 60 celsius, time 6 hour. Reaction SMILES: [Br:1][c:2]1[cH:3][cH:4][c:5]2[c:6]([cH:24]1)-[c:7]1[n:8]([cH:12][c:13](-[c:15]3[n:16][c:17]([NH2:23])[n:18][n:19]3[CH:20]([CH3:21])[CH3:22])[n:14]1)[CH2:9][CH2:10][O:11]2.[C:34](=[O:35])([O-:36])[O-:37].[Cs+:38].[Cs+:39].[O:41]1[CH2:42][CH2:43][O:44][CH2:45][CH2:46]1.[OH2:40].[n:25]1[cH:26][n:27][cH:28][c:29]([B:31]([OH:32])[OH:33])[cH:30]1>>[c:2]1(-[c:29]2[cH:28][n:27][cH:26][n:25][cH:30]2)[cH:3][cH:4][c:5]2[c:6]([cH:24]1)-[c:7]1[n:8]([cH:12][c:13](-[c:15]3[n:16][c:17]([NH2:23])[n:18][n:19]3[CH:20]([CH3:21])[CH3:22])[n:14]1)[CH2:9][CH2:10][O:11]2. Starting materials: CC(C)n1nc(N)nc1-c1cn2c(n1)-c1cc(Br)ccc1OCC2, O=C([O-])[O-], [Cs+], [Cs+], C1COCCO1, O, OB(O)c1cncnc1. Yields the product CC(C)n1nc(N)nc1-c1cn2c(n1)-c1cc(-c3cncnc3)ccc1OCC2. Starting materials: N#CCc1ccccc1, CO, Cc1ccccc1, Cl. Yields the product COC(=N)Cc1ccccc1, Cl. As a reaction SMILES: [CH2:1]([c:2]1[cH:3][cH:4][cH:5][cH:6][cH:7]1)[C:8]#[N:9].[CH3:10][OH:11].[CH3:13][c:14]1[cH:15][cH:16][cH:17][cH:18][cH:19]1.[ClH:12]>>[CH2:1]([c:2]1[cH:3][cH:4][cH:5][cH:6][cH:7]1)[C:8](=[NH:9])[O:11][CH3:10].[ClH:12]. Reactants: C(#N)CC(C(C)(C)C)=O (cyanopinacolone), S(=O)(=O)(O)O.NO (hydroxylamine sulfate), Cl (hydrochloric acid), Cl (hydrogen chloride), C1(=CC=CC=C1)C (toluene). The solvent is C(C)N(CC)CC (triethylamine), CO (methanol), CO (methanol). Conditions: time 23 hour. Yields the product NC1=NOC(=C1)C(C)(C)C (3-amino-5-t-butylisoxazole). Yield: 143.8%. RXN SMILES: [C:1]([CH2:3][C:4](=[O:9])[C:5]([CH3:8])([CH3:7])[CH3:6])#[N:2].C1(C)C=CC=CC=1.Cl.S(O)(O)(=O)=O.[NH2:23]O>C(N(CC)CC)C.CO>[NH2:2][C:1]1[CH:3]=[C:4]([C:5]([CH3:8])([CH3:7])[CH3:6])[O:9][N:23]=1 |f:3.4|. Procedure details: To a suspension of cyanopinacolone (75.102 g) in a mixture of anhydrous toluene (150 ml) and anhydrous methanol (26.7 ml) is introduced gaseous hydrogen chloride (26.3 g) with cooling at 5° to 10° C. and stirring, and the whole mixture is allowed to stand at 10° to 12° C. for 23 hours. To the reaction mixture is dropwise added anhydrous methanol (750 ml), then triethylamine (185.178 g) with cooling and stirring to make a complete solution. The reaction mixture is treated with hydroxylamine sulfa... Reactants: COC1=C(C=CC2=C1OC(C=1CNCCC12)=O)OC (1,2,3,4-tetrahydro-7,8-dimethoxy-5H-[1]benzopyrano[3,4-c]pryidin-5-one), ClCCN1CCCCC1 (N-(2-chloroethyl)-piperidine). The product is COC1=C(C=CC2=C1OC(C=1CN(CCC12)CCN1CCCCC1)=O)OC (1,2,3,4-Tetrahydro-7,8-dimethoxy-3-(2-piperidinoethyl)-5H-[1]benzopyrano[3,4-c]pyridin-5-one). As a reaction SMILES: [CH3:1][O:2][C:3]1[C:8]2[O:9][C:10](=[O:17])[C:11]3[CH2:12][NH:13][CH2:14][CH2:15][C:16]=3[C:7]=2[CH:6]=[CH:5][C:4]=1[O:18][CH3:19].Cl[CH2:21][CH2:22][N:23]1[CH2:28][CH2:27][CH2:26][CH2:25][CH2:24]1>>[CH3:1][O:2][C:3]1[C:8]2[O:9][C:10](=[O:17])[C:11]3[CH2:12][N:13]([CH2:21][CH2:22][N:23]4[CH2:28][CH2:27][CH2:26][CH2:25][CH2:24]4)[CH2:14][CH2:15][C:16]=3[C:7]=2[CH:6]=[CH:5][C:4]=1[O:18][CH3:19]. Reported procedure: In the same way as described in Example 5, 5.7 mmoles of 1,2,3,4-tetrahydro-7,8-dimethoxy-5H-[1]benzopyrano[3,4-c]pryidin-5-one was alkylated with N-(2-chloroethyl)-piperidine to give, after recrystallization from MeOH, 0.5 g of product; mp 236°-239° C.